Dataset: the Open Reaction Database (ORD), a public repository of structured organic reaction records. Task: describe an organic reaction: reactants, conditions, products, and yield The reactants are Clc1ncc(Br)cn1, CC(C)O, CCN(C(C)C)C(C)C, [I-], Nc1ccc(CO)cc1, [Na+]. Yields the product OCc1ccc(Nc2ncc(Br)cn2)cc1. Reaction SMILES: [Br:10][c:11]1[cH:12][n:13][c:14]([Cl:17])[n:15][cH:16]1.[CH3:29][CH:30]([OH:31])[CH3:32].[CH:20]([N:21]([CH:22]([CH3:23])[CH3:24])[CH2:25][CH3:26])([CH3:27])[CH3:28].[I-:19].[NH2:1][c:2]1[cH:3][cH:4][c:5]([CH2:6][OH:7])[cH:8][cH:9]1.[Na+:18]>>[NH:1]([c:2]1[cH:3][cH:4][c:5]([CH2:6][OH:7])[cH:8][cH:9]1)[c:14]1[n:13][cH:12][c:11]([Br:10])[cH:16][n:15]1. The reactants are CO, Nc1cc(N)cc(C(=O)O)c1, O=S(Cl)Cl. The product is COC(=O)c1cc(N)cc(N)c1. As a reaction SMILES: [CH3:16][OH:17].[NH2:5][c:6]1[cH:7][c:8]([C:9](=[O:10])[OH:11])[cH:12][c:13]([NH2:15])[cH:14]1.[S:1]([Cl:2])([Cl:3])=[O:4]>>[NH2:5][c:6]1[cH:7][c:8]([C:9](=[O:10])[O:11][CH3:16])[cH:12][c:13]([NH2:15])[cH:14]1. Starting materials: C(C)(=O)N1CCN(CC1)CC=1C=C(C=C(C1)C)NC(OC(C)(C)C)=O (tert-butyl 3-[(4-acetylpiperazin-1-yl)methyl]-5-methylphenylcarbamate), C(=O)(C(F)(F)F)O (TFA). Run in C(Cl)Cl (CH2Cl2). Product: C(C)(=O)N1CCN(CC1)CC=1C=C(N)C=C(C1)C (3-[(4-acetylpiperazin-1-yl)methyl]-5-methylaniline). Reaction SMILES: [C:1]([N:4]1[CH2:9][CH2:8][N:7]([CH2:10][C:11]2[CH:12]=[C:13]([NH:18]C(=O)OC(C)(C)C)[CH:14]=[C:15]([CH3:17])[CH:16]=2)[CH2:6][CH2:5]1)(=[O:3])[CH3:2].C(O)(C(F)(F)F)=O>C(Cl)Cl>[C:1]([N:4]1[CH2:9][CH2:8][N:7]([CH2:10][C:11]2[CH:12]=[C:13]([CH:14]=[C:15]([CH3:17])[CH:16]=2)[NH2:18])[CH2:6][CH2:5]1)(=[O:3])[CH3:2]. Procedure details: To a solution of tert-butyl 3-[(4-acetylpiperazin-1-yl)methyl]-5-methylphenylcarbamate (306 mg, 0.88 mmol) in CH2Cl2 (4 mL) was added TFA (4 mL) at room temperature. After 2 hours the mixture was concentrated. The residue was taken up in saturated NaHCO3 and extracted with CH2Cl2 (3×). The combined organic layers were dried (MgSO4), filtered, and concentrated to give 3-[(4-acetylpiperazin-1-yl)methyl]-5-methylaniline as a white solid. 1H-NMR (300 MHz, CDCl3) δ 6.52 (s, 1H), 6.48 (s, 1H), 6.43 (s...